From a dataset of the Open Reaction Database (ORD), a public repository of structured organic reaction records. describe an organic reaction: reactants, conditions, products, and yield The reactants are C(C#C)Br (propargyl bromide), ice water, suspension, [H-].[Na+] (sodium hydride), OC=1C=C(C=CC1)N1C(=C(C(C=C1C1=CC=CC=C1)=O)C)C1=CC=CC=C1 (1-(3-hydroxyphenyl)-3-methyl-2,6-diphenyl-4(1H)-pyridinone). The solvent is CS(=O)C (DMSO). The product is CC1=C(N(C(=CC1=O)C1=CC=CC=C1)C1=CC(=CC=C1)OCC#C)C1=CC=CC=C1 (3-methyl-2,6-diphenyl-1-(3-propargyloxyphenyl)-4(1H)-pyridinone). Isolated yield 38.3%. As a reaction SMILES: [H-].[Na+].[OH:3][C:4]1[CH:5]=[C:6]([N:10]2[C:15]([C:16]3[CH:21]=[CH:20][CH:19]=[CH:18][CH:17]=3)=[CH:14][C:13](=[O:22])[C:12]([CH3:23])=[C:11]2[C:24]2[CH:29]=[CH:28][CH:27]=[CH:26][CH:25]=2)[CH:7]=[CH:8][CH:9]=1.[CH2:30](Br)[C:31]#[CH:32]>CS(C)=O>[CH3:23][C:12]1[C:13](=[O:22])[CH:14]=[C:15]([C:16]2[CH:21]=[CH:20][CH:19]=[CH:18][CH:17]=2)[N:10]([C:6]2[CH:7]=[CH:8][CH:9]=[C:4]([O:3][CH2:32][C:31]#[CH:30])[CH:5]=2)[C:11]=1[C:24]1[CH:25]=[CH:26][CH:27]=[CH:28][CH:29]=1 |f:0.1|. Procedure: To 50 ml of a suspension of 0.72 g (0.03 mole) of sodium hydride in DMSO, 3.5 g (0.01 mole) of 1-(3-hydroxyphenyl)-3-methyl-2,6-diphenyl-4(1H)-pyridinone was added, followed by further dropwise addition of 1.4 g (0.012 mole) of propargyl bromide. The reaction mixture was thereafter poured into ice water, followed by extraction with chloroform. After washing the organic layer (the extract) with water, it was dried over anhydrous magnesium sulfate. The solvent was distilled off, followed by recrys... Starting materials: CCOC(=O)CC(C)=O, C1CCOC1, [Cl-], [H-], O=[N+]([O-])c1cccc(CBr)c1, [NH4+], [Na+]. Yields the product CCOC(=O)C(Cc1cccc([N+](=O)[O-])c1)C(C)=O. Reaction SMILES: [C:3]([CH2:4][C:5](=[O:6])[CH3:7])(=[O:8])[O:9][CH2:10][CH3:11].[CH2:25]1[O:26][CH2:27][CH2:28][CH2:29]1.[Cl-:23].[H-:2].[N+:12](=[O:13])([O-:14])[c:15]1[cH:16][c:17]([CH2:18][Br:19])[cH:20][cH:21][cH:22]1.[NH4+:24].[Na+:1]>>[C:3]([CH:4]([C:5](=[O:6])[CH3:7])[CH2:18][c:17]1[cH:16][c:15]([N+:12](=[O:13])[O-:14])[cH:22][cH:21][cH:20]1)(=[O:8])[O:9][CH2:10][CH3:11]. The reactants are O=C(CNC(=O)C1=CC=NC2=CC=CC=C12)N1[C@@H](CCC1)B1O[C@@]2([C@H](O1)CC1C(C2C1)(C)C)C (N-(2-oxo-2-((2R)-2-((3aS,7aR)-3a,5,5-trimethylhexahydro-4,6-methanobenzo[d][1,3,2]dioxaborol-2-yl)pyrrolidin-1-yl)ethyl)quinoline-4-carboxamide), Cl (HCl), C1(=CC=CC=C1)OB(O)O (phenylboric acid), COC(C)(C)C (methyl-tert-butylether). Solvent: O (water), O (water). The product is N1=CC=C(C2=CC=CC=C12)C(=O)NCC(=O)N1[C@@H](CCC1)B(O)O ((R)-1-(2-(quinoline-4-carboxamido)acetyl)pyrrolidin-2-ylboronic acid). Isolated yield 62.2%. Reaction SMILES: [O:1]=[C:2]([N:17]1[CH2:21][CH2:20][CH2:19][C@H:18]1[B:22]1[O:26][C@@H]2CC3CC([C@]2(C)[O:23]1)C3(C)C)[CH2:3][NH:4][C:5]([C:7]1[C:16]2[C:11](=[CH:12][CH:13]=[CH:14][CH:15]=2)[N:10]=[CH:9][CH:8]=1)=[O:6].Cl.C1(OB(O)O)C=CC=CC=1.COC(C)(C)C>O>[N:10]1[C:11]2[C:16](=[CH:15][CH:14]=[CH:13][CH:12]=2)[C:7]([C:5]([NH:4][CH2:3][C:2]([N:17]2[CH2:21][CH2:20][CH2:19][C@H:18]2[B:22]([OH:26])[OH:23])=[O:1])=[O:6])=[CH:8][CH:9]=1. Procedure details: To a stirred solution of the N-(2-oxo-2-((2R)-2-((3aS,7aR)-3a,5,5-trimethylhexahydro-4,6-methanobenzo[d][1,3,2]dioxaborol-2-yl)pyrrolidin-1-yl)ethyl)quinoline-4-carboxamide (0.27 g, 0.585 mmol) in water (8 mL) at pH=3 (adjusting as necessary with 2N aq HCl) was added phenylboric acid (0.143 g, 1.17 mmol) and methyl-tert-butylether (7 mL). The mixture was stirred for 2 days (pH was 4) water and organic layer were separated, the water layer was adjusted to pH 3, and the water layer was extracted w... Run in EtOAc hexanes. Procedure: Following General Procedure J and using 3,5-di(trifluoromethyl)aniline (Aldrich) and isobutyl R-(+)-lactate (Aldrich), N-[3,5-di(trifluoromethyl)phenyl]-L-alanine isobutyl ester was prepared as an oil. The reaction was monitored by silica gel tlc (Rf=0.38 in 10% EtOAc/hexanes). Purification was by preparative plate thin layer chromatography using 10% EtOAc/hexanes as the eluant. Starting materials: FC(C=1C=C(N)C=C(C1)C(F)(F)F)(F)F (3,5-di(trifluoromethyl)aniline), isobutyl R-(+)-lactate, C(C(C)C)OC([C@@H](NC1=CC(=CC(=C1)C(F)(F)F)C(F)(F)F)C)=O (N-[3,5-di(trifluoromethyl)phenyl]-L-alanine isobutyl ester). Yields the product FC(C=1C=C(C=C(C1)C(F)(F)F)N[C@@H](C)C(=O)O)(F)F (N-[3,5-di(trifluoromethyl)phenyl]-L-alanine). Reaction SMILES: FC(F)(F)C1C=C(C=C(C(F)(F)F)C=1)N.C([O:20][C:21](=[O:39])[C@H:22]([CH3:38])[NH:23][C:24]1[CH:29]=[C:28]([C:30]([F:33])([F:32])[F:31])[CH:27]=[C:26]([C:34]([F:37])([F:36])[F:35])[CH:25]=1)C(C)C>>[F:31][C:30]([F:32])([F:33])[C:28]1[CH:29]=[C:24]([NH:23][C@H:22]([C:21]([OH:39])=[O:20])[CH3:38])[CH:25]=[C:26]([C:34]([F:37])([F:36])[F:35])[CH:27]=1. The reactants are resultant mixture, N#CBr (Cyanogen bromide), C(C)(C)(C)C1=CC=C(C=C1)S(=O)(=O)NC=1C(=NC(=CC1)Cl)C(=O)NN (4-tert-butyl-N-(6-chloro-2-hydrazinocarbonyl-pyridin-3-yl)-benzenesulfonamide), C([O-])([O-])=O.[K+].[K+] (potassium carbonate), C(C)(C)N (Isopropyl amine). Run in O1CCOCC1 (dioxane), C(C)(=O)O (acetic acid). Conditions: time 18 hour. Product: NC=1N(C(=NN1)C1=C(C=CC(=C1)Cl)NS(=O)(=O)C1=CC=C(C=C1)C(C)(C)C)C(C)C (N-[2-(5-Amino-4-isopropyl-4H-[1,2,4]triazol-3-yl)-4-chloro-phenyl]-4-tert-butyl-benzenesulfonamide). As a reaction SMILES: [N:1]#[C:2]Br.[C:4]([C:8]1[CH:13]=[CH:12][C:11]([S:14]([NH:17][C:18]2[C:19]([C:25]([NH:27][NH2:28])=O)=N[C:21]([Cl:24])=[CH:22][CH:23]=2)(=[O:16])=[O:15])=[CH:10][CH:9]=1)([CH3:7])([CH3:6])[CH3:5].[C:29](=O)([O-])[O-].[K+].[K+].[CH:35]([NH2:38])([CH3:37])[CH3:36]>O1CCOCC1.C(O)(=O)C>[NH2:1][C:2]1[N:38]([CH:35]([CH3:37])[CH3:36])[C:25]([C:19]2[CH:29]=[C:21]([Cl:24])[CH:22]=[CH:23][C:18]=2[NH:17][S:14]([C:11]2[CH:10]=[CH:9][C:8]([C:4]([CH3:5])([CH3:6])[CH3:7])=[CH:13][CH:12]=2)(=[O:16])=[O:15])=[N:27][N:28]=1 |f:2.3.4|. Procedure details: Cyanogen bromide (110.9 mg, 1.05 mmol) was added to a solution of 4-tert-butyl-N-(6-chloro-2-hydrazinocarbonyl-pyridin-3-yl)-benzenesulfonamide (200 mg, 0.524 mmol) and potassium carbonate (145 mg, 1.05 mmol) in dioxane (2 mL). The resultant mixture reaction was stirred for 18 h at room temperature. Isopropyl amine (0.18 mL, 2.09 mmol) and acetic acid (0.15 mL) were subsequently added and the reaction was heated at 135° C. for 18 h. The crude mixture was partitioned between ethyl acetate and wat... The reactants are Br (hydrobromic acid), C(CCCCCCCCC)C1C(NC(NC1=O)=O)=O (5-decylbarbituric Acid), BrBr (bromine). Run in O (water). Conditions: temperature 0 celsius, time 30 minute. Product: BrC1(C(NC(NC1=O)=O)=O)CCCCCCCCCC (5-Bromo-5-decylbarbituric Acid). As a reaction SMILES: [CH2:1]([CH:11]1[C:16](=[O:17])[NH:15][C:14](=[O:18])[NH:13][C:12]1=[O:19])[CH2:2][CH2:3][CH2:4][CH2:5][CH2:6][CH2:7][CH2:8][CH2:9][CH3:10].[BrH:20].BrBr>O>[Br:20][C:11]1([CH2:1][CH2:2][CH2:3][CH2:4][CH2:5][CH2:6][CH2:7][CH2:8][CH2:9][CH3:10])[C:16](=[O:17])[NH:15][C:14](=[O:18])[NH:13][C:12]1=[O:19]. Procedure details: To a suspension of 5-decylbarbituric Acid (0.537 g) in 2.9 ml of water are added under stirring at room temperature 0.29 ml of 48% hydrobromic acid. The mixture is cooled to 0° C. and 0.113 ml of bromine are dropped. The reaction mixture is stirred at room temperature for 1 hour 30 minutes, then the white precipitate is filtered and it is washed with water. The solid is partitioned between water and diethyl ether, the organic phase is separated, washed with brine and finally dried over sodium su...